Dataset: the Open Reaction Database (ORD), a public repository of structured organic reaction records. Task: describe an organic reaction: reactants, conditions, products, and yield Procedure details: Using the procedure of Step B in Example 1, 26.3 ml of aniline, 150 ml of o-dichlorobenzene, 4.65 ml of phosphorus trichloride and 10 g of N-(4-methoxybenzoyl)-N'-acetyl-hydrazine [prepared by process of J. Org., Vol. 19 (1954), p. 194-201] were reacted to obtain 7.1 g of 3-(4-methoxyphenyl)-4-phenyl-5-methyl-4H-1,2,4-triazole melting at 140°-141° C. Yields the product COC1=CC=C(C=C1)C1=NN=C(N1C1=CC=CC=C1)C (3-(4-methoxyphenyl)-4-phenyl-5-methyl-4H-1,2,4-triazole). Solvent: ClC1=C(C=CC=C1)Cl (o-dichlorobenzene). Reactants: NC1=CC=CC=C1 (aniline), P(Cl)(Cl)Cl (phosphorus trichloride), COC1=CC=C(C(=O)NNC(C)=O)C=C1 (N-(4-methoxybenzoyl)-N'-acetyl-hydrazine). As a reaction SMILES: [NH2:1][C:2]1[CH:7]=[CH:6][CH:5]=[CH:4][CH:3]=1.P(Cl)(Cl)Cl.[CH3:12][O:13][C:14]1[CH:26]=[CH:25][C:17]([C:18]([NH:20][NH:21][C:22](=O)[CH3:23])=O)=[CH:16][CH:15]=1>ClC1C=CC=CC=1Cl>[CH3:12][O:13][C:14]1[CH:26]=[CH:25][C:17]([C:18]2[N:1]([C:2]3[CH:7]=[CH:6][CH:5]=[CH:4][CH:3]=3)[C:22]([CH3:23])=[N:21][N:20]=2)=[CH:16][CH:15]=1. Reactants: C1(CCCCC1)S (cyclohexyl mercaptan). Reagents/catalysts: C(C)C(C(=O)[O-])CCCC.[Co+2].C(C)C(C(=O)[O-])CCCC (cobalt 2-ethylhexanoate), [Co] (cobalt). Yields the product disulfide, C1(CCCCC1)SSC1CCCCC1 (dicyclohexyl disulfide). Yield: 100.0%. As a reaction SMILES: [CH:1]1([SH:7])[CH2:6][CH2:5][CH2:4][CH2:3][CH2:2]1>[Co].C(C(CCCC)C([O-])=O)C.[Co+2].C(C(CCCC)C([O-])=O)C>[CH:1]1([S:7][S:7][CH:1]2[CH2:6][CH2:5][CH2:4][CH2:3][CH2:2]2)[CH2:6][CH2:5][CH2:4][CH2:3][CH2:2]1 |f:2.3.4|. Reported procedure: This example is of inventive runs illustrating the enhanced activity of adding a soluble cobalt-containing compound to the synthesis described in Example III. The charge and procedure described in Example III was repeated except 0.01 gram of cobalt 2-ethylhexanoate was added. The run, IVa, was complete in 0.75 hour with a 99.5 percent cyclohexyl mercaptan conversion and a 100 percent disulfide selectivity giving a 99.5 mole percent yield of dicyclohexyl disulfide. The reaction describing the use... Reactants: CC1(OC2=CC=C(C=C2C2C1O2)C#N)C (2,2-dimethyl-3,4-epoxy-6-cyanochroman), NC1=NN(C(C=C1)=O)C (3-amino-1-methyl-1,6-dihydropyridazin-6-one), [H-].[Na+] (NaH). The solvent is CS(=O)C (dimethyl sulfoxide). Reaction conditions: time 4 hour. The product is CC1(OC2=CC=C(C=C2C(C1O)NC1=NN(C(C=C1)=O)C)C#N)C (2,2-dimethyl-4-(1-methyl-1,6-dihydro-6-oxo-3-pyridazinyl-amino)-6-cyano-3chromanol). RXN SMILES: [CH3:1][C:2]1([CH3:15])[CH:11]2[O:12][CH:10]2[C:9]2[C:4](=[CH:5][CH:6]=[C:7]([C:13]#[N:14])[CH:8]=2)[O:3]1.[NH2:16][C:17]1[CH:22]=[CH:21][C:20](=[O:23])[N:19]([CH3:24])[N:18]=1.[H-].[Na+]>CS(C)=O>[CH3:1][C:2]1([CH3:15])[CH:11]([OH:12])[CH:10]([NH:16][C:17]2[CH:22]=[CH:21][C:20](=[O:23])[N:19]([CH3:24])[N:18]=2)[C:9]2[C:4](=[CH:5][CH:6]=[C:7]([C:13]#[N:14])[CH:8]=2)[O:3]1 |f:2.3|. Reported procedure: 2.0 g of 2,2-dimethyl-3,4-epoxy-6-cyanochroman ("IIa") are added to a mixture of 1.2 g of 3-amino-1-methyl-1,6-dihydropyridazin-6-one and 0.3 g of NaH (80% strength) in 50 ml of dimethyl sulfoxide (DMSO) at 25°, and the mixture is stirred for 4 hours. Customary working-up and purification by column chromatography (ethyl acetate/methanol) give 2,2-dimethyl-4-(1-methyl-1,6-dihydro-6-oxo-3-pyridazinyl-amino)-6-cyano-3chromanol, m.p. 117°-119°. Starting materials: IC1=C(C=C(C=C1)C(F)(F)F)[C@@H]1[C@H](NC(O1)=O)C ((4R,5R)-5-[2-iodo-5-(trifluoromethyl)phenyl]-4-methyl-1,3-oxazolidin-2-one), IC1=C(C=C(C=C1)C(F)(F)F)[C@@H]1[C@H](NC(O1)=O)C ((4R,5R)-5-[2-iodo-5-(trifluoromethyl)phenyl]-4-methyl-1,3-oxazolidin-2-one), COC1=C(C=C(C=C1)C1=C(C=C(C=C1)C(=O)OC)C)B1OC(C(O1)(C)C)(C)C (methyl 4′-methoxy-2-methyl-3′-(4,4,5,5-tetramethyl-1,3,2-dioxaborolan-2-yl)biphenyl-4-carboxylate), COC1=C(C=C(C=C1)C1=C(C=C(C=C1)C(=O)OC)C)B1OC(C(O1)(C)C)(C)C (methyl 4′-methoxy-2-methyl-3′-(4,4,5,5-tetramethyl-1,3,2-dioxaborolan-2-yl)biphenyl-4-carboxylate), C([O-])([O-])=O.[K+].[K+] (potassium carbonate). Reagents/catalysts: ClCCl.[Pd](Cl)Cl.C1(=CC=CC=C1)P([C-]1C=CC=C1)C1=CC=CC=C1.[C-]1(C=CC=C1)P(C1=CC=CC=C1)C1=CC=CC=C1.[Fe+2] (1,1′-bis(diphenylphosphino)ferrocene-palladium dichloride dichloromethane). Run in O1CCOCC1 (1,4-dioxane). Yields the product COC1=C(C=C(C=C1)C1=C(C=C(C=C1)C(=O)OC)C)C1=C(C=C(C=C1)C(F)(F)F)[C@@H]1[C@H](NC(O1)=O)C (methyl 4′-methoxy-2-methyl-2″-[(4R,5R)-4-methyl-2-oxo-1,3-oxazolidin-5-yl]-4″-(trifluoromethyl)-1,1′:3′,1″-terphenyl-4-carboxylate). Reaction SMILES: I[C:2]1[CH:7]=[CH:6][C:5]([C:8]([F:11])([F:10])[F:9])=[CH:4][C:3]=1[C@H:12]1[O:16][C:15](=[O:17])[NH:14][C@@H:13]1[CH3:18].[CH3:19][O:20][C:21]1[CH:26]=[CH:25][C:24]([C:27]2[CH:32]=[CH:31][C:30]([C:33]([O:35][CH3:36])=[O:34])=[CH:29][C:28]=2[CH3:37])=[CH:23][C:22]=1B1OC(C)(C)C(C)(C)O1.C(=O)([O-])[O-].[K+].[K+]>ClCCl.[Pd](Cl)Cl.C1(P(C2C=CC=CC=2)[C-]2C=CC=C2)C=CC=CC=1.[C-]1(P(C2C=CC=CC=2)C2C=CC=CC=2)C=CC=C1.[Fe+2].O1CCOCC1>[CH3:19][O:20][C:21]1[CH:22]=[CH:23][C:24]([C:27]2[CH:32]=[CH:31][C:30]([C:33]([O:35][CH3:36])=[O:34])=[CH:29][C:28]=2[CH3:37])=[CH:25][C:26]=1[C:2]1[CH:7]=[CH:6][C:5]([C:8]([F:11])([F:10])[F:9])=[CH:4][C:3]=1[C@H:12]1[O:16][C:15](=[O:17])[NH:14][C@@H:13]1[CH3:18] |f:2.3.4,5.6.7.8.9|. Reported procedure: (4R,5R)-5-[2-iodo-5-(trifluoromethyl)phenyl]-4-methyl-1,3-oxazolidin-2-one (INTERMEDIATE 12, 100 mg, 0.269 mmol), methyl 4′-methoxy-2-methyl-3′-(4,4,5,5-tetramethyl-1,3,2-dioxaborolan-2-yl)biphenyl-4-carboxylate (INTERMEDIATE 11, 124 mg, 0.323 mmol), 1,1′-bis(diphenylphosphino)ferrocene-palladium dichloride dichloromethane adduct (44 mg, 0.054 mmol), aqueous potassium carbonate (270 μL, 2M, 0.538 mmol) and 1,4-dioxane (2 mL) were sealed in a microwave vessel. The vessel was irradiated by microwa... Starting materials: C1(=CC=CC=C1)N=C=O (phenylisocyanate), pyrrolidine enamine, C(C1=CC=CC=C1)(=O)N1CCC(CC1)=O (N-benzoyl-4-piperidone). Product: C(C1=CC=CC=C1)(=O)N1CCC=2C3=C(NC(C2C1)=O)C=CC=C3 (3-Benzoyl-1,2,3,4-tetrahydrobenzo[c][2,7]naphthyridin-5(6H)-one). Reaction SMILES: [C:1]1([N:7]=[C:8]=[O:9])[CH:6]=[CH:5][CH:4]=[CH:3][CH:2]=1.[C:10]([N:18]1[CH2:23][CH2:22][C:21](=O)[CH2:20][CH2:19]1)(=[O:17])[C:11]1[CH:16]=[CH:15][CH:14]=[CH:13][CH:12]=1>>[C:10]([N:18]1[CH2:19][C:20]2[C:8](=[O:9])[NH:7][C:1]3[CH:6]=[CH:5][CH:4]=[CH:3][C:2]=3[C:21]=2[CH2:22][CH2:23]1)(=[O:17])[C:11]1[CH:16]=[CH:15][CH:14]=[CH:13][CH:12]=1. Reported procedure: In the same way as described in example 2, the title product was prepared starting from phenylisocyanate and the pyrrolidine enamine of N-benzoyl-4-piperidone. Crystallization from methanol afforded analytical material, mp 275°-277° C. Starting materials: CC(C)(C1=CC=CC=C1)N1N=C(N=N1)C1=CC=C(C=C1)CN(C[C@@H]([C@H](CC1=CC=CC=C1)NC([C@@H](NC(=O)OC)[C@@H](C)CC)=O)O)NC([C@@H](NC(=O)OC)C(C)(C)C)=O (1-{4-[2-(1-methyl-1-phenyl-ethyl)-2H-tetrazol-5-yl]-phenyl}-4(S)-hydroxy-2-N-(N-methoxycarbonyl-(L)-tert-leucyl)amino-5(S)-N-(N-methoxycarbonyl-(L)-iso-leucyl)amino-6-phenyl-2-azahexane), S(O)(O)(=O)=O (sulfuric acid). The product is N1N=NN=C1C1=CC=C(C=C1)CN(C[C@@H]([C@H](CC1=CC=CC=C1)NC([C@@H](NC(=O)OC)[C@@H](C)CC)=O)O)NC([C@@H](NC(=O)OC)C(C)(C)C)=O (1-[4-(Tetrazol-5-yl)-phenyl]-4(S)-hydroxy-2-N-(N-methoxycarbonyl-(L)-tert-leucyl)amino-5(S)-N-(N-methoxycarbonyl-(L)-iso-leucyl)amino-6-phenyl-2-azahexane). As a reaction SMILES: CC([N:10]1[N:14]=[N:13][C:12]([C:15]2[CH:20]=[CH:19][C:18]([CH2:21][N:22]([NH:47][C:48](=[O:59])[C@H:49]([C:55]([CH3:58])([CH3:57])[CH3:56])[NH:50][C:51]([O:53][CH3:54])=[O:52])[CH2:23][C@H:24]([OH:46])[C@@H:25]([NH:33][C:34](=[O:45])[C@H:35]([C@H:41]([CH2:43][CH3:44])[CH3:42])[NH:36][C:37]([O:39][CH3:40])=[O:38])[CH2:26][C:27]3[CH:32]=[CH:31][CH:30]=[CH:29][CH:28]=3)=[CH:17][CH:16]=2)=[N:11]1)(C1C=CC=CC=1)C.S(=O)(=O)(O)O>>[NH:13]1[C:12]([C:15]2[CH:16]=[CH:17][C:18]([CH2:21][N:22]([NH:47][C:48](=[O:59])[C@H:49]([C:55]([CH3:56])([CH3:58])[CH3:57])[NH:50][C:51]([O:53][CH3:54])=[O:52])[CH2:23][C@H:24]([OH:46])[C@@H:25]([NH:33][C:34](=[O:45])[C@H:35]([C@H:41]([CH2:43][CH3:44])[CH3:42])[NH:36][C:37]([O:39][CH3:40])=[O:38])[CH2:26][C:27]3[CH:32]=[CH:31][CH:30]=[CH:29][CH:28]=3)=[CH:19][CH:20]=2)=[N:11][N:10]=[N:14]1. Procedure: Analogously to Example 26, 1-{4-[2-(1-methyl-1-phenyl-ethyl)-2H-tetrazol-5-yl]-phenyl}-4(S)-hydroxy-2-N-(N-methoxycarbonyl-(L)-tert-leucyl)amino-5(S)-N-(N-methoxycarbonyl-(L)-iso-leucyl)amino-6-phenyl-2-azahexane is deprotected with 80% sulfuric acid to form the title compound.